This data is from the Open Reaction Database (ORD), a public repository of structured organic reaction records. The task is: describe an organic reaction: reactants, conditions, products, and yield The reactants are IC=1C(=CC2=C(OCO2)C1)NC(C)=O (N-(6-iodobenzo[d][1,3]dioxol-5-yl)acetamide), [OH-].[Na+] (NaOH). Run in C(C)O (ethanol), O (water). Reaction conditions: time 4 hour. Yields the product IC=1C(=CC2=C(OCO2)C1)N (6-iodobenzo[d][1,3]dioxol-5-amine). The yield is 98.5%. RXN SMILES: [I:1][C:2]1[C:3]([NH:11]C(=O)C)=[CH:4][C:5]2[O:9][CH2:8][O:7][C:6]=2[CH:10]=1.[OH-].[Na+]>C(O)C.O>[I:1][C:2]1[C:3]([NH2:11])=[CH:4][C:5]2[O:9][CH2:8][O:7][C:6]=2[CH:10]=1 |f:1.2|. Procedure details: A solution of N-(6-iodobenzo[d][1,3]dioxol-5-yl)acetamide (200 mg, 0.656 mmol) and NaOH (1.31 g, 32.8 mmol) in ethanol (26 mL) and water (6 mL) was heated to reflux with stirring for 4 h. The mixture was cooled and the solvent was removed under vacuum. The residue was partitioned between methylene chloride (100 mL) and water (100 mL). The organic layer was washed with water (2×100 mL), dried (MgSO4) and evaporated under vacuum to give 6-iodobenzo[d][1,3]dioxol-5-amine (170 mg, 98%) as orange sol... Reactants: CC(=O)OC(C)=O, CCCCCC(O)C=CC1CCC(=O)C1CC=CCCCC(=O)OC, c1ccncc1. Yields the product CCCCCC(C=CC1CCC(=O)C1CC=CCCCC(=O)OC)OC(C)=O. RXN SMILES: [CH3:26][C:27](=[O:28])[O:29][C:30](=[O:31])[CH3:32].[OH:1][CH:2]([CH:3]=[CH:4][CH:5]1[CH:6]([CH2:11][CH:12]=[CH:13][CH2:14][CH2:15][CH2:16][C:17](=[O:18])[O:19][CH3:20])[C:7](=[O:10])[CH2:8][CH2:9]1)[CH2:21][CH2:22][CH2:23][CH2:24][CH3:25].[cH:33]1[cH:34][cH:35][n:36][cH:37][cH:38]1>>[O:1]([CH:2]([CH:3]=[CH:4][CH:5]1[CH:6]([CH2:11][CH:12]=[CH:13][CH2:14][CH2:15][CH2:16][C:17](=[O:18])[O:19][CH3:20])[C:7](=[O:10])[CH2:8][CH2:9]1)[CH2:21][CH2:22][CH2:23][CH2:24][CH3:25])[C:27]([CH3:26])=[O:28]. The reactants are NCCCCC1(C2=CC=CC=C2C=2C=CC=CC12)C(=O)N (9-(4-aminobutyl)-9-aminocarbonylfluorene), C1=CC=CC=C1 (benzene), CCCBr (n-propyl bromide). The solvent is C(C)N(CC)CC (triethylamine). Product: C(CC)NCCCCC1(C2=CC=CC=C2C=2C=CC=CC12)C(=O)N (9-(4-n-propylaminobutyl)-9-aminocarbonylfluorene). As a reaction SMILES: [NH2:1][CH2:2][CH2:3][CH2:4][CH2:5][C:6]1([C:19]([NH2:21])=[O:20])[C:18]2[CH:17]=[CH:16][CH:15]=[CH:14][C:13]=2[C:12]2[C:7]1=[CH:8][CH:9]=[CH:10][CH:11]=2.[CH:22]1[CH:27]=CC=C[CH:23]=1.CCCBr>C(N(CC)CC)C>[CH2:23]([NH:1][CH2:2][CH2:3][CH2:4][CH2:5][C:6]1([C:19]([NH2:21])=[O:20])[C:7]2[CH:8]=[CH:9][CH:10]=[CH:11][C:12]=2[C:13]2[C:18]1=[CH:17][CH:16]=[CH:15][CH:14]=2)[CH2:22][CH3:27]. Reported procedure: A solution of 9-(4-aminobutyl)-9-aminocarbonylfluorene in benzene containing one equivalent of n-propyl bromide and triethylamine is stirred for several hours. Removal of the reaction solvent and distillation of the product affords 9-(4-n-propylaminobutyl)-9-aminocarbonylfluorene. Starting materials: [N-]=[N+]=[N-].[Na+] (sodium azide), C1(CCCCCCCCC1)=O (Cyclodecanone), [OH-].[Na+] (NaOH). Run in O (water), S(O)(O)(=O)=O (sulfuric acid). Conditions: temperature 0 celsius, time 1 hour. Product: C1(NCCCCCCCCC1)=O (2-azacycloundecanone). The yield is 112.1%. As a reaction SMILES: [C:1]1(=[O:11])[CH2:10][CH2:9][CH2:8][CH2:7][CH2:6][CH2:5][CH2:4][CH2:3][CH2:2]1.[N-:12]=[N+]=[N-].[Na+].[OH-].[Na+]>S(=O)(=O)(O)O.O>[C:1]1(=[O:11])[CH2:2][CH2:3][CH2:4][CH2:5][CH2:6][CH2:7][CH2:8][CH2:9][CH2:10][NH:12]1 |f:1.2,3.4|. Procedure: Cyclodecanone (n=6) (1.0 g) in 10 mL concentrated sulfuric acid was cooled to 0° C. and 0.54 g of sodium azide was added. The reaction continued to stir at 0° C. for 1 h and warmed to room temperature where it was stirred for two h. The solution was diluted with cold water and treated with cold 10% NaOH solution until pH=9. Extraction with ether (2×), drying over magnesium sulfate and evaporation of solvent provided 1.23 g of 2-azacycloundecanone.